This data is from the Open Reaction Database (ORD), a public repository of structured organic reaction records. The task is: describe an organic reaction: reactants, conditions, products, and yield Starting materials: FC=1C=C(C(=CC1)OC)OC (4-fluoroveratrole), S(=O)(Cl)Cl (thionyl chloride), O (water). Solvent: ClCCCl (1,2-dichloroethane). Run at temperature 85 celsius, time 2.5 hour. The product is FC1=C(C=C(C(=C1)OC)OC)S(=O)(=O)Cl (2-fluoro-4,5-dimethoxy-benzenesulfonyl chloride). RXN SMILES: [F:1][C:2]1[CH:3]=[C:4]([O:10][CH3:11])[C:5]([O:8][CH3:9])=[CH:6][CH:7]=1.[S:12]([Cl:15])(Cl)=[O:13].[OH2:16]>ClCCCl>[F:1][C:2]1[CH:3]=[C:4]([O:10][CH3:11])[C:5]([O:8][CH3:9])=[CH:6][C:7]=1[S:12]([Cl:15])(=[O:13])=[O:16]. Reported procedure: To a suspension of sulfur trioxide N,N-dimethylformamide complex (4.108 g, 27 mmol) in 1,2-dichloroethane was added 4-fluoroveratrole (3.49 g, 22 mmol) dropwise. The mixture was slowly heated to 85° C. in an oil bath. After 2.5 h, the solids had dissolved to afford a golden yellow solution. A trace of starting material was still present and heating was continued for a further 4.5 h. The oil bath was removed and thionyl chloride (1.95 ml, 27 mmol) added dropwise. The mixture was heated 4 h at 85°... Starting materials: BrC=1C=NC=2N(C1)N=C(C2)C(=O)N2C(C1=C(CC2)C=CN1)C ((6-Bromo-pyrazolo[1,5-a]pyrimidin-2-yl)-(7-methyl-1,4,5,7-tetrahydro-pyrrolo[2,3-c]pyridin-6-yl)-methanone), CC=1OC2=C(C(NCC2)C)N1 (2,4-dimethyl-4,5,6,7-tetrahydro-oxazolo[4,5-c]pyridine). Product: BrC=1C=NC=2N(C1)N=C(C2)C(=O)N2C(C1=C(CC2)OC(=N1)C)C ((6-Bromo-pyrazolo[1,5-a]pyrimidin-2-yl)-(2,4-dimethyl-6,7-dihydro-4H-oxazolo[4,5-c]pyridin-5-yl)-methanone). Reaction SMILES: [Br:1][C:2]1[CH:3]=[N:4][C:5]2[N:6]([N:8]=[C:9]([C:11]([N:13]3[CH2:18][CH2:17][C:16]4[CH:19]=[CH:20][NH:21][C:15]=4[CH:14]3[CH3:22])=[O:12])[CH:10]=2)[CH:7]=1.CC1[O:25]C2CCNC(C)C=2N=1>>[Br:1][C:2]1[CH:3]=[N:4][C:5]2[N:6]([N:8]=[C:9]([C:11]([N:13]3[CH2:18][CH2:17][C:16]4[O:25][C:20]([CH3:19])=[N:21][C:15]=4[CH:14]3[CH3:22])=[O:12])[CH:10]=2)[CH:7]=1. Procedure details: (6-Bromo-pyrazolo[1,5-a]pyrimidin-2-yl)-(7-methyl-1,4,5,7-tetrahydro-pyrrolo[2,3-c]pyridin-6-yl)-methanone is reacted with 2,4-dimethyl-4,5,6,7-tetrahydro-oxazolo[4,5-c]pyridine to provide the title compound. Reactants: BrCCCCCOCc1ccccc1, CCCCC=Cc1cccc(Br)c1, [Li]C(C)(C)C, CCCCCC, C1CCOC1. Yields the product CCCCC=Cc1cccc(CCCCCOCc2ccccc2)c1. RXN SMILES: [Br:24][CH2:25][CH2:26][CH2:27][CH2:28][CH2:29][O:30][CH2:31][c:32]1[cH:33][cH:34][cH:35][cH:36][cH:37]1.[Br:6][c:7]1[cH:8][c:9]([CH:13]=[CH:14][CH2:15][CH2:16][CH2:17][CH3:18])[cH:10][cH:11][cH:12]1.[C:1]([Li:2])([CH3:3])([CH3:4])[CH3:5].[CH3:38][CH2:39][CH2:40][CH2:41][CH2:42][CH3:43].[O:19]1[CH2:20][CH2:21][CH2:22][CH2:23]1>>[c:7]1([CH2:25][CH2:26][CH2:27][CH2:28][CH2:29][O:30][CH2:31][c:32]2[cH:33][cH:34][cH:35][cH:36][cH:37]2)[cH:8][c:9]([CH:13]=[CH:14][CH2:15][CH2:16][CH2:17][CH3:18])[cH:10][cH:11][cH:12]1. Starting materials: BrC(Br)(Br)Br, ClCCl, CC(C)c1nc2ccccc2n1CCCCCO, c1ccc(P(c2ccccc2)c2ccccc2)cc1. Product: CC(C)c1nc2ccccc2n1CCCCCBr. Reaction SMILES: [C:19]([Br:20])([Br:21])([Br:22])[Br:23].[CH2:43]([Cl:44])[Cl:45].[OH:1][CH2:2][CH2:3][CH2:4][CH2:5][CH2:6][n:7]1[c:8]([CH:16]([CH3:17])[CH3:18])[n:9][c:10]2[c:11]1[cH:12][cH:13][cH:14][cH:15]2.[c:24]1([P:25]([c:26]2[cH:27][cH:28][cH:29][cH:30][cH:31]2)[c:32]2[cH:33][cH:34][cH:35][cH:36][cH:37]2)[cH:38][cH:39][cH:40][cH:41][cH:42]1>>[CH2:2]([CH2:3][CH2:4][CH2:5][CH2:6][n:7]1[c:8]([CH:16]([CH3:17])[CH3:18])[n:9][c:10]2[c:11]1[cH:12][cH:13][cH:14][cH:15]2)[Br:20]. Starting materials: CS(=O)(=O)c1ccc(-c2cc(C#N)nn2-c2ccc([N+](=O)[O-])cc2)cc1, CCO, [Cl-], [Fe], [NH4+], O. Yields the product CS(=O)(=O)c1ccc(-c2cc(C#N)nn2-c2ccc(N)cc2)cc1. Reaction SMILES: [CH3:1][S:2](=[O:3])(=[O:4])[c:5]1[cH:6][cH:7][c:8](-[c:11]2[cH:12][c:13]([C:25]#[N:26])[n:14][n:15]2-[c:16]2[cH:17][cH:18][c:19]([N+:22]([O-:23])=[O:24])[cH:20][cH:21]2)[cH:9][cH:10]1.[CH3:29][CH2:30][OH:31].[Cl-:27].[Fe:33].[NH4+:28].[OH2:32]>>[CH3:1][S:2](=[O:3])(=[O:4])[c:5]1[cH:6][cH:7][c:8](-[c:11]2[cH:12][c:13]([C:25]#[N:26])[n:14][n:15]2-[c:16]2[cH:17][cH:18][c:19]([NH2:22])[cH:20][cH:21]2)[cH:9][cH:10]1. Starting materials: CN(C)c1cc(NC(=O)OC(C)(C)C)c(NC(=O)CC(=O)c2cccc(-c3ccccn3)c2)cc1C(F)(F)F, ClCCl, O=C(O)C(F)(F)F. The product is CN(C)c1cc2c(cc1C(F)(F)F)NC(=O)CC(c1cccc(-c3ccccn3)c1)=N2. Reaction SMILES: [C:1]([O:2][C:3](=[O:4])[NH:7][c:8]1[c:9]([NH:21][C:22]([CH2:23][C:24](=[O:5])[c:25]2[cH:26][c:27](-[c:31]3[n:32][cH:33][cH:34][cH:35][cH:36]3)[cH:28][cH:29][cH:30]2)=[O:38])[cH:10][c:11]([C:17]([F:18])([F:19])[F:20])[c:12]([N:14]([CH3:15])[CH3:16])[cH:13]1)([CH3:6])([CH3:37])[CH3:39].[Cl:47][CH2:48][Cl:49].[F:40][C:41]([F:42])([F:43])[C:44]([OH:45])=[O:46]>>[N:7]1=[C:24]([c:25]2[cH:26][c:27](-[c:31]3[n:32][cH:33][cH:34][cH:35][cH:36]3)[cH:28][cH:29][cH:30]2)[CH2:23][C:22](=[O:38])[NH:21][c:9]2[c:8]1[cH:13][c:12]([N:14]([CH3:15])[CH3:16])[c:11]([C:17]([F:18])([F:19])[F:20])[cH:10]2.